This data is from the Open Reaction Database (ORD), a public repository of structured organic reaction records. The task is: describe an organic reaction: reactants, conditions, products, and yield The reactants are Cl.C(C)OC(=O)C1=CC2=C(S1)C=CC=C2N2CCNCC2 (ethyl-4-(1-piperazinyl)benzo[b]thiophene-2-carboxylate monohydrochloride), ClC1=CC=C(CCBr)C=C1 (4-chlorophenethyl bromide), C([O-])(O)=O.[Na+] (sodium bicarbonate). Solvent: CS(=O)C (dimethyl sulfoxide). Yields the product Cl.C(C)OC(=O)C1=CC2=C(S1)C=CC=C2N2CCN(CC2)CCC2=CC=C(C=C2)Cl (ethyl-4-[4-[2-(4-chlorophenyl)ethyl]-1-piperazinyl]-benzo[b]thiophene-2-carboxylate monohydrochloride). Yield: 16.1%. Reaction SMILES: Cl.[CH2:2]([O:4][C:5]([C:7]1[S:11][C:10]2[CH:12]=[CH:13][CH:14]=[C:15]([N:16]3[CH2:21][CH2:20][NH:19][CH2:18][CH2:17]3)[C:9]=2[CH:8]=1)=[O:6])[CH3:3].[Cl:22][C:23]1[CH:31]=[CH:30][C:26]([CH2:27][CH2:28]Br)=[CH:25][CH:24]=1.C(=O)(O)[O-].[Na+]>CS(C)=O>[ClH:22].[CH2:2]([O:4][C:5]([C:7]1[S:11][C:10]2[CH:12]=[CH:13][CH:14]=[C:15]([N:16]3[CH2:17][CH2:18][N:19]([CH2:28][CH2:27][C:26]4[CH:30]=[CH:31][C:23]([Cl:22])=[CH:24][CH:25]=4)[CH2:20][CH2:21]3)[C:9]=2[CH:8]=1)=[O:6])[CH3:3] |f:0.1,3.4,6.7|. Reported procedure: In an analogous manner to example 6, the title compound (0.56 g) as a white solid, mp 263°-266° C. dec. is prepared from ethyl-4-(1-piperazinyl)benzo[b]thiophene-2-carboxylate monohydrochloride (4.63 g, 14.2 mmol, prepared in example 5), 4-chlorophenethyl bromide (3.27 g, 14.9 mmol), sodium bicarbonate (2.44 g, 29.1 mmol) and anhydrous dimethyl sulfoxide (75 mL). The title compound is recrystallized from methanol (35 mL) and acetonitrile (35 mL); 1H NMR (DMSO-d6) δ 10.76 (1H, s), 8.10 (1H, s), 7... Starting materials: CC(C)CC(N)CO[Si](C)(C)C(C)(C)C, Cc1ccccc1, COC(O)C(F)(F)F, O. Yields the product CC(C)CC(CO[Si](C)(C)C(C)(C)C)N=CC(F)(F)F. RXN SMILES: [C:8]([CH3:9])([CH3:10])([CH3:11])[Si:12]([O:13][CH2:14][CH:15]([CH2:16][CH:17]([CH3:18])[CH3:19])[NH2:20])([CH3:21])[CH3:22].[CH3:1][c:2]1[cH:3][cH:4][cH:5][cH:6][cH:7]1.[CH3:23][O:24][CH:25]([C:26]([F:27])([F:28])[F:29])[OH:30].[OH2:31]>>[C:8]([CH3:9])([CH3:10])([CH3:11])[Si:12]([O:13][CH2:14][CH:15]([CH2:16][CH:17]([CH3:18])[CH3:19])[N:20]=[CH:25][C:26]([F:27])([F:28])[F:29])([CH3:21])[CH3:22]. Starting materials: CC(=O)C.OS(=O)(=O)O.O=[Cr](=O)=O (Jones' reagent), OC(CCCCC)C=1SC(=CN1)S(=O)(=O)N (2-(1-hydroxyhexyl)-5-thiazole sulfonamide). Solvent: CC(=O)C (acetone). Run at time 30 minute. The product is C(CCCCC)(=O)C=1SC(=CN1)S(=O)(=O)N (2-(1-hexanoyl)-5-thiazole sulfonamide). Isolated yield 36.9%. As a reaction SMILES: CC(C)=O.OS(O)(=O)=O.O=[Cr](=O)=O.[OH:14][CH:15]([C:21]1[S:22][C:23]([S:26]([NH2:29])(=[O:28])=[O:27])=[CH:24][N:25]=1)[CH2:16][CH2:17][CH2:18][CH2:19][CH3:20]>CC(C)=O>[C:15]([C:21]1[S:22][C:23]([S:26]([NH2:29])(=[O:28])=[O:27])=[CH:24][N:25]=1)(=[O:14])[CH2:16][CH2:17][CH2:18][CH2:19][CH3:20] |f:0.1.2|. Procedure details: Jones' reagent (0.14 mL, 0.38 mmol, 2.67M) was added dropwise to a 0° C. solution of 2-(1-hydroxyhexyl)-5-thiazole sulfonamide (0.08 g, 0.32 mmol) in acetone (1 mL). The ice bath was removed and the solution stirred for 30 min. The reaction was quenched with a few drops of isopropanol and the acetone removed in vacuo. The residue was taken up in water and extracted with EtOAc. The combined extracts were dried (MgSO4), concentrated and recrystallized from EtOAc/hexane to give 0.031 g (38%) of 2-(... Run in C(Cl)Cl (CH2Cl2). Reported procedure: A mixture of 2-(5-{N-[3,5-bis(trifluoromethyl)benzyl]amino}tetrazol-2-yl)ethanol (0.68 g, 1.9 mmol), 3,4-dihydro-2H-pyran (DHP, 0.35 g, 4.2 mmol) and a catalytic amount of pyridinium p-toluene sulfonate (PPTS, 0.050 g, 0.20 mmol) in CH2Cl2 (10 mL) is stirred at room temperature for 10 hours. The resulting mixture is quenched by addition of sat. NaHCO3 aq. and extracted with EtOAc. The organic layer is washed with brine, dried over magnesium sulfate, filtered and concentrated. The crude product i... RXN SMILES: [F:1][C:2]([F:24])([F:23])[C:3]1[CH:4]=[C:5]([CH:16]=[C:17]([C:19]([F:22])([F:21])[F:20])[CH:18]=1)[CH2:6][NH:7][C:8]1[N:9]=[N:10][N:11]([CH2:13][CH2:14][OH:15])[N:12]=1.[O:25]1[CH:30]=[CH:29][CH2:28][CH2:27][CH2:26]1.C1(C)C=CC(S([O-])(=O)=O)=CC=1.[NH+]1C=CC=CC=1>C(Cl)Cl>[F:20][C:19]([F:21])([F:22])[C:17]1[CH:16]=[C:5]([CH:4]=[C:3]([C:2]([F:1])([F:23])[F:24])[CH:18]=1)[CH2:6][NH:7][C:8]1[N:9]=[N:10][N:11]([CH2:13][CH2:14][O:15][CH:26]2[CH2:27][CH2:28][CH2:29][CH2:30][O:25]2)[N:12]=1 |f:2.3|. Starting materials: FC(C=1C=C(CNC=2N=NN(N2)CCO)C=C(C1)C(F)(F)F)(F)F (2-(5-{N-[3,5-bis(trifluoromethyl)benzyl]amino}tetrazol-2-yl)ethanol), O1CCCC=C1 (3,4-dihydro-2H-pyran), C1(=CC=C(C=C1)S(=O)(=O)[O-])C.[NH+]1=CC=CC=C1 (pyridinium p-toluene sulfonate). Product: FC(C=1C=C(CNC=2N=NN(N2)CCOC2OCCCC2)C=C(C1)C(F)(F)F)(F)F (N-[3,5-bis(trifluoromethyl)benzyl]-N-{2-[2-(tetrahydropyran-2-yloxy)ethyl]-2H-tetrazol-5-yl}amine). The reactants are ClC1=CC=C(C=C1)CC(CC#N)=O (4-(4-chlorophenyl)-3-oxo-butyronitrile), CNN (N-methylhydrazine), CCO (EtOH). Reaction conditions: time 20 hour. Yields the product ClC1=CC=C(CC2=NN(C(=C2)N)C)C=C1 (3-(4-Chlorobenzyl)-1-methyl-1H-pyrazol-5-amine). Yield: 75.0%. Reaction SMILES: [Cl:1][C:2]1[CH:7]=[CH:6][C:5]([CH2:8][C:9](=O)[CH2:10][C:11]#[N:12])=[CH:4][CH:3]=1.[CH3:14][NH:15][NH2:16].CCO>>[Cl:1][C:2]1[CH:7]=[CH:6][C:5]([CH2:8][C:9]2[CH:10]=[C:11]([NH2:12])[N:15]([CH3:14])[N:16]=2)=[CH:4][CH:3]=1. Reported procedure: A solution of 4-(4-chlorophenyl)-3-oxo-butyronitrile (Preparation 96, 2.2 g, 11 mmol) and N-methylhydrazine (1.94 mL, 36.5 mmol) in EtOH (40 mL, 800 mmol) was heated at 100° C. in a 40 mL vial (the reaction was split into 2 equal batches). After 20 h, the reaction mixture was cooled to rt and concentrated in vacuo. The residue was purified on the Isco (40 g SiO2, hexanes to ethyl acetate) to afford the title compound as an off-white solid (1.83 g, 69%). Reactants: ClC1=C(C(=O)O)C=CC(=N1)C (2-chloro-6-methylnicotinic acid), CN (methylamine), Cl (hydrochloric acid). Solvent: O (water), C(C)O (ethanol). Reaction conditions: temperature 100 celsius. Yields the product O.Cl.CC1=NC(=C(C(=O)O)C=C1)NC.CC1=NC(=C(C(=O)O)C=C1)NC.O (6-methyl-2-methylaminonicotinic acid hemihydrochloride hydrate). As a reaction SMILES: [Cl:1][C:2]1[N:10]=[C:9]([CH3:11])[CH:8]=[CH:7][C:3]=1[C:4]([OH:6])=[O:5].[CH3:12][NH2:13].Cl>C(O)C.O>[OH2:5].[ClH:1].[CH3:11][C:9]1[CH:8]=[CH:7][C:3]([C:4]([OH:6])=[O:5])=[C:2]([NH:13][CH3:12])[N:10]=1.[CH3:11][C:9]1[CH:8]=[CH:7][C:3]([C:4]([OH:6])=[O:5])=[C:2]([NH:13][CH3:12])[N:10]=1.[OH2:5] |f:5.6.7.8.9|. Reported procedure: A mixture of 2-chloro-6-methylnicotinic acid (25.00 g) and 33% methylamine in ethanol (100 ml) was heated in a pressure vessel at 100° C. for 18 hours. The mixture was cooled, diluted with water (200 ml) and acidified to pH 2-3 with concentrated hydrochloric acid. The mixture was cooled in an ice bath and filtered to give 6-methyl-2-methylaminonicotinic acid hemihydrochloride hydrate, m.p. 195°-197° C. The reactants are Palladium tetrakis-triphenylphosphine, BrC=1C=C2CCCC2=CC1OC (5-bromo-6-methoxy-2,3-dihydro-1H-indene), FC1(OC2=C(O1)C=C(C(=C2)C=2N=CC(=NC2)NC(C2=C(C=CC=C2)F)=O)C)F (N-(5-(2,2-difluoro-6-methylbenzo[d][1,3]dioxol-5-yl)pyrazin-2-yl)-2-fluorobenzamide), C([O-])([O-])=O.[K+].[K+] (potassium carbonate). The solvent is O1CCOCC1.C(C)#N.O (dioxane acetonitrile water), ClCCl (dichloromethane). Conditions: temperature 90 celsius, time 2 day. The product is COC1=C(C=C2CCCC2=C1)C=1C=CC(=NC1)N (5-(6-methoxy-2,3-dihydro-1H-inden-5-yl)pyridin-2-amine). Reaction SMILES: Br[C:2]1[CH:3]=[C:4]2[C:8](=[CH:9][C:10]=1[O:11][CH3:12])[CH2:7][CH2:6][CH2:5]2.FC1(F)OC2C=C(C)C(C3N=C[C:26]([NH:29][C:30](=O)[C:31]4[CH:36]=[CH:35]C=CC=4F)=[N:27]C=3)=CC=2O1.C(=O)([O-])[O-].[K+].[K+]>O1CCOCC1.C(#N)C.O.ClCCl>[CH3:12][O:11][C:10]1[CH:9]=[C:8]2[C:4]([CH2:5][CH2:6][CH2:7]2)=[CH:3][C:2]=1[C:31]1[CH:36]=[CH:35][C:26]([NH2:27])=[N:29][CH:30]=1 |f:2.3.4,5.6.7|. Reported procedure: Palladium tetrakis-triphenylphosphine (25 mg, 20 μmol) was added to a degassed solution of bromide 125 (100 mg, 0.4 mmol) and boronate 11 (174 mg, 0.8 mmol) in dioxane:acetonitrile:water (9:9:2, 2.2 mL) and potassium carbonate (139 mg, 0.7 mmol). The resulting mixture was heated under argon at 90° C. with stirring for 2 days. The mixture was then cooled, diluted with dichloromethane (5 mL), dried with sodium sulfate and concentrated under reduced pressure. Flash chromatography (ISCO system, sili... The reactants are COC1=CC=C(C=C1)C1=CC=CC2=C1SC=C2C2=CC(=NN2)NC2=CC=C(C=C2)S(=O)(=O)N (4-{5-[7-(4-methoxy-phenyl)-benzo[b]thiophen-3-yl]-1H-pyrazol-3-ylamino]-benzenesulfonamide), OC=1C=C(C=CC1)C1=CC=CC2=C1SC=C2C2=CC(=NN2)NC2=CC=C(C=C2)S(=O)(=O)N (4-{5-[7-(3-hydroxy-phenyl)-benzo[b]thiophen-3-yl]-1H-pyrazol-3-ylamino]-benzenesulfonamide). The product is OC1=CC=C(C=C1)C1=CC=CC2=C1SC=C2C2=CC(=NN2)NC2=CC=C(C=C2)S(=O)(=O)N (4-{5-[7-(4-Hydroxy-phenyl)-benzo[b]thiophen-3-yl]-1H-pyrazol-3-ylamino]-benzenesulfonamide). The yield is 63.0%. RXN SMILES: C[O:2][C:3]1[CH:8]=[CH:7][C:6]([C:9]2[C:14]3[S:15][CH:16]=[C:17]([C:18]4[NH:22][N:21]=[C:20]([NH:23][C:24]5[CH:29]=[CH:28][C:27]([S:30]([NH2:33])(=[O:32])=[O:31])=[CH:26][CH:25]=5)[CH:19]=4)[C:13]=3[CH:12]=[CH:11][CH:10]=2)=[CH:5][CH:4]=1.OC1C=C(C2C3SC=C(C4NN=C(NC5C=CC(S(N)(=O)=O)=CC=5)C=4)C=3C=CC=2)C=CC=1>>[OH:2][C:3]1[CH:4]=[CH:5][C:6]([C:9]2[C:14]3[S:15][CH:16]=[C:17]([C:18]4[NH:22][N:21]=[C:20]([NH:23][C:24]5[CH:29]=[CH:28][C:27]([S:30]([NH2:33])(=[O:32])=[O:31])=[CH:26][CH:25]=5)[CH:19]=4)[C:13]=3[CH:12]=[CH:11][CH:10]=2)=[CH:7][CH:8]=1. Procedure details: Prepared in 63% yield from 4-{5-[7-(4-methoxy-phenyl)-benzo[b]thiophen-3-yl]-1H-pyrazol-3-ylamino]-benzenesulfonamide analogous to the procedure for 4-{5-[7-(3-hydroxy-phenyl)-benzo[b]thiophen-3-yl]-1H-pyrazol-3-ylamino]-benzenesulfonamide [Example 3(c)]. 1H NMR (300 MHz, DMSO-d6) δ12.66 (s, 1H), 9.74 (s, 1H), 9.13 (s, 1H), 8.02 (s, 1H), 7.98 (d, 1H, J=7.8 Hz). 7.65 (d, 2H, J=8.7 Hz), 7.41-7.60 (m, 6H), 7.06 (s, 2H), 6.93 (d, 2H, J=8.7 Hz), 6.33 (s, 1H). Anal. (C23H18N4O3S2) C, H, N, S. Calculat...